This data is from the Open Reaction Database (ORD), a public repository of structured organic reaction records. The task is: describe an organic reaction: reactants, conditions, products, and yield The reactants are C(CC1=CC=CC=C1)CCCN (N-phenethylpropylamine), F[B-](F)(F)F.N1(N=NC2=C1C=CC=C2)OC(=[N+](C)C)N(C)C (2-(1H-Benzotriazol-1-yl)-1,1,3,3-tetramethyluronium tetrafluoroborate), C(C)(=O)N[C@H]1[C@@H](OC(=C[C@H]1O[Si](C1=CC=CC=C1)(C1=CC=CC=C1)C(C)(C)C)C(=O)OC)C(=O)[O-] ((2R,3S,4R)-3-acetylamino-4-(tert-butyldiphenylsilanyloxy)-3,4-dihydro-2H-pyran-2,6-dicarboxylic acid, 6-methyl ester), C(C)(C)N(C(C)C)CC (N,N-diisopropylethylamine). Solvent: CN(C=O)C (dimethylformamide). Reaction conditions: temperature 23 celsius, time 16 hour. The product is C(C)(=O)N[C@@H]1[C@@H](C=C(O[C@H]1C(NCCCCCC1=CC=CC=C1)=O)C(=O)O)O ((4R,5R,6R)-5-Acetylamino-4-hydroxy-6-(phenethylpropylcarbamoyl)-5,6-dihydro-4H-pyran-2-carboxylic acid). The yield is 70.0%. As a reaction SMILES: F[B-](F)(F)F.N1(OC(N(C)C)=[N+](C)C)C2C=CC=CC=2N=N1.[C:23]([NH:26][C@@H:27]1[C@H:32]([O:33][Si](C(C)(C)C)(C2C=CC=CC=2)C2C=CC=CC=2)[CH:31]=[C:30]([C:51]([O:53]C)=[O:52])[O:29][C@H:28]1[C:55]([O-:57])=O)(=[O:25])[CH3:24].C(N(CC)C(C)C)(C)C.[CH2:67]([CH2:75][CH2:76][CH2:77][NH2:78])[CH2:68][C:69]1[CH:74]=[CH:73][CH:72]=[CH:71][CH:70]=1>CN(C)C=O>[C:23]([NH:26][C@H:27]1[C@H:28]([C:55](=[O:57])[NH:78][CH2:77][CH2:76][CH2:75][CH2:67][CH2:68][C:69]2[CH:70]=[CH:71][CH:72]=[CH:73][CH:74]=2)[O:29][C:30]([C:51]([OH:53])=[O:52])=[CH:31][C@H:32]1[OH:33])(=[O:25])[CH3:24] |f:0.1|. Procedure: 2-(1H-Benzotriazol-1-yl)-1,1,3,3-tetramethyluronium tetrafluoroborate (1.42 g) was added to a solution of (2R,3S,4R)-3-acetylamino-4-(tert-butyldiphenylsilanyloxy)-3,4-dihydro-2H-pyran-2,6-dicarboxylic acid, 6-methyl ester (2 g) and N,N-diisopropylethylamine (1.4 ml) in dimethylformamide (5 ml), under nitrogen. To this was added N-phenethylpropylamine (722 mg) and the reaction was stirred at 23° C. for 16 hours. The solvent was removed in vacuo and the residue was partitioned between water and e... Reactants: O=C([O-])[O-], CC(=O)[O-], CC(=O)[O-], Cc1ccccc1, COC(=O)c1ccnc(Cl)c1, [Cs+], [Cs+], OB(O)c1ccc(F)cc1, [Pd+2]. The product is COC(=O)c1ccnc(-c2ccc(F)cc2)c1. RXN SMILES: [C:12](=[O:13])([O-:14])[O-:15].[C:35]([O-:36])(=[O:37])[CH3:38].[C:40]([O-:41])(=[O:42])[CH3:43].[CH3:28][c:29]1[cH:30][cH:31][cH:32][cH:33][cH:34]1.[Cl:1][c:2]1[cH:3][c:4]([C:5](=[O:6])[O:7][CH3:8])[cH:9][cH:10][n:11]1.[Cs+:16].[Cs+:17].[OH:18][B:19]([OH:20])[c:21]1[cH:22][cH:23][c:24]([F:25])[cH:26][cH:27]1.[Pd+2:39]>>[c:2]1(-[c:21]2[cH:22][cH:23][c:24]([F:25])[cH:26][cH:27]2)[cH:3][c:4]([C:5](=[O:6])[O:7][CH3:8])[cH:9][cH:10][n:11]1. The yield is 81.0%. The reactants are C(C)(C)(C)OC(NC1=C(C=C(C(=C1)C)Cl)N)=O ((2-amino-4-chloro-5-methyl-phenyl)-carbamic acid tert-butyl ester), C(C)(C)(C)OC(CC(=O)C1=CC(=CC=C1)C=1C=NC(=CC1)CC)=O (3-[3-(6-ethyl-pyridin-3-yl)-phenyl]-3-oxo-propionic acid tert-butyl ester). Reported procedure: The title compound was prepared from (2-amino-4-chloro-5-methyl-phenyl)-carbamic acid tert-butyl ester (Example J22) (193 mg, 0.75 mmol) and 3-[3-(6-ethyl-pyridin-3-yl)-phenyl]-3-oxo-propionic acid tert-butyl ester (Example K23) (244 mg, 0.75 mmol) according to the general procedure M. Obtained as a light yellow foam (307 mg, 81%). Reaction SMILES: [C:1]([O:5][C:6](=[O:17])[NH:7][C:8]1[CH:13]=[C:12]([CH3:14])[C:11]([Cl:15])=[CH:10][C:9]=1[NH2:16])([CH3:4])([CH3:3])[CH3:2].C([O:22][C:23](=O)[CH2:24][C:25]([C:27]1[CH:32]=[CH:31][CH:30]=[C:29]([C:33]2[CH:34]=[N:35][C:36]([CH2:39][CH3:40])=[CH:37][CH:38]=2)[CH:28]=1)=[O:26])(C)(C)C>>[C:1]([O:5][C:6](=[O:17])[NH:7][C:8]1[CH:13]=[C:12]([CH3:14])[C:11]([Cl:15])=[CH:10][C:9]=1[NH:16][C:23](=[O:22])[CH2:24][C:25]([C:27]1[CH:32]=[CH:31][CH:30]=[C:29]([C:33]2[CH:34]=[N:35][C:36]([CH2:39][CH3:40])=[CH:37][CH:38]=2)[CH:28]=1)=[O:26])([CH3:4])([CH3:2])[CH3:3]. Product: C(C)(C)(C)OC(NC1=C(C=C(C(=C1)C)Cl)NC(CC(=O)C1=CC(=CC=C1)C=1C=NC(=CC1)CC)=O)=O ((4-Chloro-2-{3-[3-(6-ethyl-pyridin-3-yl)-phenyl]-3-oxo-propionylamino}-5-methyl-phenyl)-carbamic acid tert-butyl ester), foam. Product: COC(=O)c1ccc(CCC(C=Cc2ccccc2OCCCN2CCCC2=O)Cc2ccc(C(=O)OC)cc2)cc1. As a reaction SMILES: [C:11](=[O:12])([O-:13])[O-:14].[Cl:1][CH2:2][CH2:3][CH2:4][N:5]1[C:6](=[O:10])[CH2:7][CH2:8][CH2:9]1.[Cs+:15].[Cs+:16].[O:50]1[CH2:51][CH2:52][O:53][CH2:54][CH2:55]1.[OH:17][c:18]1[c:19]([CH:24]=[CH:25][CH:26]([CH2:27][CH2:28][c:29]2[cH:30][cH:31][c:32]([C:33](=[O:34])[O:35][CH3:36])[cH:37][cH:38]2)[CH2:39][c:40]2[cH:41][cH:42][c:43]([C:46](=[O:47])[O:48][CH3:49])[cH:44][cH:45]2)[cH:20][cH:21][cH:22][cH:23]1>>[CH2:2]([CH2:3][CH2:4][N:5]1[C:6](=[O:10])[CH2:7][CH2:8][CH2:9]1)[O:17][c:18]1[c:19]([CH:24]=[CH:25][CH:26]([CH2:27][CH2:28][c:29]2[cH:30][cH:31][c:32]([C:33](=[O:34])[O:35][CH3:36])[cH:37][cH:38]2)[CH2:39][c:40]2[cH:41][cH:42][c:43]([C:46](=[O:47])[O:48][CH3:49])[cH:44][cH:45]2)[cH:20][cH:21][cH:22][cH:23]1. Starting materials: O=C([O-])[O-], O=C1CCCN1CCCCl, [Cs+], [Cs+], C1COCCO1, COC(=O)c1ccc(CCC(C=Cc2ccccc2O)Cc2ccc(C(=O)OC)cc2)cc1. Reactants: C1(=CC=CC=C1)OC(NC=1SC=2N=CN=C(C2N1)OC)=O ((7-methoxy-thiazolo[5,4-d]pyrimidin-2-yl)-carbamic acid phenyl ester), C(C)(C)(C)OC(NC1CCNCC1)=O (piperidin-4-yl-carbamic acid tert-butyl ester). Run in C(C)#N (acetonitrile). Reaction conditions: temperature 25 celsius, time 8 hour. The product is C(C)(C)(C)OC(NC1CCN(CC1)C(NC=1SC=2N=CN=C(C2N1)OC)=O)=O ([1-(7-methoxy-thiazolo[5,4-d]pyrimidin-2-ylcarbamoyl)-piperidin-4-yl]-carbamic acid tert-butyl ester). Isolated yield 90.3%. Reaction SMILES: C1(O[C:8](=[O:21])[NH:9][C:10]2[S:11][C:12]3[N:13]=[CH:14][N:15]=[C:16]([O:19][CH3:20])[C:17]=3[N:18]=2)C=CC=CC=1.[C:22]([O:26][C:27](=[O:35])[NH:28][CH:29]1[CH2:34][CH2:33][NH:32][CH2:31][CH2:30]1)([CH3:25])([CH3:24])[CH3:23]>C(#N)C>[C:22]([O:26][C:27](=[O:35])[NH:28][CH:29]1[CH2:34][CH2:33][N:32]([C:8](=[O:21])[NH:9][C:10]2[S:11][C:12]3[N:13]=[CH:14][N:15]=[C:16]([O:19][CH3:20])[C:17]=3[N:18]=2)[CH2:31][CH2:30]1)([CH3:25])([CH3:23])[CH3:24]. Reported procedure: A solution of (7-methoxy-thiazolo[5,4-d]pyrimidin-2-yl)-carbamic acid phenyl ester (6 g, 19.8 mmol) and piperidin-4-yl-carbamic acid tert-butyl ester (4.37 g, 21.8 mmol) in acetonitrile (400 mL) was heated to reflux for 1 h and was then stirred at 25° C. overnight. The resulting solid was collected by filtration, rinsed with acetonitrile and dried in vacuo to afford [1-(7-methoxy-thiazolo[5,4-d]pyrimidin-2-ylcarbamoyl)-piperidin-4-yl]-carbamic acid tert-butyl ester (7.3 g, 90%) as a white solid;... Starting materials: Cl.C(N)(=N)C=1C=C2CC(OC2=CC1)C (5-amidino-2-methylcoumaran hydrochloride), C[O-].[Na+] (sodium methylate), C(=O)(O)C=1C=C2CC(OC2=CC1)C (5-carboxy-2-methylcoumaran), 3-dimethylamino-2-(4-octylphenyl)-N,N-dimethylpropene-(2)-ammonium perchlorate. The solvent is CO (methanol). Yields the product CC1OC2=CC=C(C=C2C1)C1=NC=C(C=N1)C1=CC=C(C=C1)CCCCCCCC ((-2methylcoumaran-5-yl)-5-(4-octylphenyl)pyrimidine). Isolated yield 58.4%. Reaction SMILES: Cl.[C:2]([C:5]1[CH:6]=[C:7]2[C:11](=[CH:12][CH:13]=1)[O:10][CH:9]([CH3:14])[CH2:8]2)(=[NH:4])[NH2:3].C([C:18]1[CH:19]=[C:20]2[C:24](=[CH:25][CH:26]=1)O[CH:22]([CH3:27])[CH2:21]2)(O)=O.C[O-].[Na+]>CO>[CH3:14][CH:9]1[CH2:8][C:7]2[C:11](=[CH:12][CH:13]=[C:5]([C:2]3[N:3]=[CH:13][C:5]([C:26]4[CH:18]=[CH:19][C:20]([CH2:21][CH2:22][CH2:27][CH2:9][CH2:8][CH2:7][CH2:11][CH3:12])=[CH:24][CH:25]=4)=[CH:2][N:4]=3)[CH:6]=2)[O:10]1 |f:0.1,3.4|. Procedure: 0.40 g (1.88 mM) of 5-amidino-2-methylcoumaran hydrochloride (M5) as an intermediate product prepared in Example 1, 0.79 g (1.90 mM) of 3-dimethylamino-2-(4-octylphenyl)-N,N-dimethylpropene-(2)-ammonium perchlorate 0.41 g (7.59 mM) of sodium methylate and 15 ml of methanol were placed in a 50 ml-round bottomed flask and refluxed for 5 hours and 10 minutes under stirring. After the reaction, the reaction mixture was cooled on an ice-common salt bath to precipitate a crystal. The crystal was recov... The reactants are [H][H] (hydrogen), C(C1=CC=CC=C1)OC(=O)N1[C@@H](C[C@H](C1)OS(=O)(=O)C)COCC(C)F ((2S,4R)-1-benzyloxycarbonyl-2-(2-fluoropropyl)oxymethyl-4-methanesulfonyloxypyrrolidine). The reagents and catalysts are [Pd] (palladium on carbon), Cl (hydrochloric acid). Run in CO (methanol), C(C)(=O)OCC (ethyl acetate), O (water). Run at time 1 hour. Yields the product C(C=C)OC(=O)N1[C@@H](C[C@H](C1)OS(=O)(=O)C)COCC(C)F ((2S,4R)-1-allyloxycarbonyl-2-(2-fluoropropyl)oxymethyl-4-methanesulfonyloxypyrrolidine). Yield: 43.5%. RXN SMILES: [CH2:1]([O:8][C:9]([N:11]1[CH2:15][C@H:14]([O:16][S:17]([CH3:20])(=[O:19])=[O:18])[CH2:13][C@H:12]1[CH2:21][O:22][CH2:23][CH:24]([F:26])[CH3:25])=[O:10])[C:2]1C=CC=C[CH:3]=1.[H][H]>CO.Cl.[Pd].C(OCC)(=O)C.O>[CH2:1]([O:8][C:9]([N:11]1[CH2:15][C@H:14]([O:16][S:17]([CH3:20])(=[O:19])=[O:18])[CH2:13][C@H:12]1[CH2:21][O:22][CH2:23][CH:24]([F:26])[CH3:25])=[O:10])[CH:2]=[CH2:3]. Reported procedure: A solution of (2S,4R)-1-benzyloxycarbonyl-2-(2-fluoropropyl)oxymethyl-4-methanesulfonyloxypyrrolidine (950 mg) in a mixture of methanol (20 ml) and concentrated hydrochloric acid (one drop) was hydrogenated under atmospheric pressure of hydrogen in the presence of 30% palladium on carbon as a catalyst at ambient temperature for 2 hours. The catalyst was filtered off and the filtrate was concentrated in vacuo to give a residue, which was dissolved in a mixture of ethyl acetate (100 ml) and water ... The reactants are N#Cc1cccc(Br)c1, C1COCCO1, O. Product: NC(=O)c1cccc(Br)c1. As a reaction SMILES: [Br:1][c:2]1[cH:3][c:4]([C:5]#[N:6])[cH:7][cH:8][cH:9]1.[O:11]1[CH2:12][CH2:13][O:14][CH2:15][CH2:16]1.[OH2:10]>>[Br:1][c:2]1[cH:3][c:4]([C:5]([NH2:6])=[O:10])[cH:7][cH:8][cH:9]1. Starting materials: Cl.NOCC(=O)O.NOCC(=O)O (aminooxyacetic acid hemihydrochloride), C1=NC=CC2=CCC(C=C12)=O (isoquinolin-7-one). Solvent: O (water), C(C)O (ethanol), N1=CC=CC=C1 (pyridine). Yields the product C(=O)(O)CON=C1C2=CC=CN2C=2C=CC=C3C=CN=C1C23 (7-carboxymethoxyimino-7H-indolizino[5,6,7-ij]isoquinoline). The yield is 111.5%. Reaction SMILES: Cl.[NH2:2][O:3][CH2:4][C:5]([OH:7])=[O:6].NO[CH2:10][C:11](O)=O.[CH:14]1[C:23]2[C:18](=[CH:19][CH2:20][C:21](=O)[CH:22]=2)[CH:17]=[CH:16][N:15]=1>O.C(O)C.N1C=CC=CC=1>[C:5]([CH2:4][O:3][N:2]=[C:20]1[C:16]2[C:10]3[C:11]([CH:23]=[CH:14][N:15]=2)=[CH:21][CH:22]=[CH:23][C:14]=3[N:15]2[C:19]1=[CH:18][CH:17]=[CH:16]2)([OH:7])=[O:6] |f:0.1.2|. Reported procedure: A solution of aminooxyacetic acid hemihydrochloride (60.0 g.) in water (180 cc.) is added to a stirred boiling solution of 7H-indolizino 5,6,7-ij]isoquinolin-7-one (60.0 g.) in ethanol (1,800 cc.) and pyridine (27.3 cc.). Boiling is maintained for 2 hours 30 minutes. After cooling, the yellow crystals obtained are filtered off, washed with 90% ethanol, then with absolute ethanol and finally with diethyl ether. After drying, 7-carboxymethoxyimino-7H-indolizino[5,6,7-ij]isoquinoline (67.6 g.), mel...